Dataset: the Open Reaction Database (ORD), a public repository of structured organic reaction records. Task: describe an organic reaction: reactants, conditions, products, and yield The reactants are O=C(O)C=Cc1ccc(Cl)c(C(F)(F)F)c1, Cl, NN1CC(=O)NC1=O, O=S(Cl)Cl, c1ccncc1. Yields the product O=C(C=Cc1ccc(Cl)c(C(F)(F)F)c1)NN1CC(=O)NC1=O. RXN SMILES: [Cl:1][c:2]1[c:3]([C:13]([F:14])([F:15])[F:16])[cH:4][c:5]([CH:6]=[CH:7][C:8](=[O:9])[OH:10])[cH:11][cH:12]1.[ClH:17].[NH2:18][N:19]1[C:20](=[O:21])[NH:22][C:23](=[O:24])[CH2:25]1.[S:26]([Cl:27])([Cl:28])=[O:29].[cH:30]1[cH:31][cH:32][n:33][cH:34][cH:35]1>>[Cl:1][c:2]1[c:3]([C:13]([F:14])([F:15])[F:16])[cH:4][c:5]([CH:6]=[CH:7][C:8](=[O:10])[NH:18][N:19]2[C:20](=[O:21])[NH:22][C:23](=[O:24])[CH2:25]2)[cH:11][cH:12]1.